From a dataset of the Open Reaction Database (ORD), a public repository of structured organic reaction records. describe an organic reaction: reactants, conditions, products, and yield The reactants are CN1CCNCC1, CS(=O)(=O)OCCn1cc(-c2cnc(N)c(-c3nc4ccccc4o3)c2)cn1, CN(C)C=O. Product: CN1CCN(CCn2cc(-c3cnc(N)c(-c4nc5ccccc5o4)c3)cn2)CC1. As a reaction SMILES: [CH3:1][N:2]1[CH2:3][CH2:4][NH:5][CH2:6][CH2:7]1.[CH3:8][S:9]([O:10][CH2:13][CH2:14][n:15]1[n:16][cH:17][c:18](-[c:20]2[cH:21][n:22][c:23]([NH2:35])[c:24](-[c:26]3[o:27][c:28]4[c:29]([n:30]3)[cH:31][cH:32][cH:33][cH:34]4)[cH:25]2)[cH:19]1)(=[O:11])=[O:12].[O:36]=[CH:37][N:38]([CH3:39])[CH3:40]>>[CH3:1][N:2]1[CH2:3][CH2:4][N:5]([CH2:13][CH2:14][n:15]2[n:16][cH:17][c:18](-[c:20]3[cH:21][n:22][c:23]([NH2:35])[c:24](-[c:26]4[o:27][c:28]5[c:29]([n:30]4)[cH:31][cH:32][cH:33][cH:34]5)[cH:25]3)[cH:19]2)[CH2:6][CH2:7]1.